From a dataset of the Open Reaction Database (ORD), a public repository of structured organic reaction records. describe an organic reaction: reactants, conditions, products, and yield Starting materials: COC(=O)c1cccc2nc(-c3cccc(C(=O)N4CCN(C(=O)C(C)C)CC4)c3)oc12, CO, [NH4+]. Product: CC(C)C(=O)N1CCN(C(=O)c2cccc(-c3nc4cccc(C(N)=O)c4o3)c2)CC1. RXN SMILES: [C:1]([CH:2]([CH3:3])[CH3:4])(=[O:5])[N:6]1[CH2:7][CH2:8][N:9]([C:12](=[O:13])[c:14]2[cH:15][c:16](-[c:20]3[o:21][c:22]4[c:23]([n:24]3)[cH:25][cH:26][cH:27][c:28]4[C:29]([O:31][CH3:30])=[O:32])[cH:17][cH:18][cH:19]2)[CH2:10][CH2:11]1.[CH3:34][OH:35].[NH4+:33]>>[C:1]([CH:2]([CH3:3])[CH3:4])(=[O:5])[N:6]1[CH2:7][CH2:8][N:9]([C:12](=[O:13])[c:14]2[cH:15][c:16](-[c:20]3[o:21][c:22]4[c:23]([n:24]3)[cH:25][cH:26][cH:27][c:28]4[C:29](=[O:31])[NH2:33])[cH:17][cH:18][cH:19]2)[CH2:10][CH2:11]1.